From a dataset of the Open Reaction Database (ORD), a public repository of structured organic reaction records. describe an organic reaction: reactants, conditions, products, and yield Product: OCc1ccccc1-c1ccc2nc(-c3ccoc3)cn2c1. Reaction SMILES: [C:1]([Si:2]([CH3:3])([CH3:4])[O:6][CH2:7][c:8]1[c:9](-[c:14]2[cH:15][cH:16][c:17]3[n:18]([cH:19]2)[cH:20][c:21](-[c:23]2[cH:24][o:25][cH:26][cH:27]2)[n:22]3)[cH:10][cH:11][cH:12][cH:13]1)([CH3:5])([CH3:28])[CH3:29].[CH3:31][CH2:32][CH2:33][CH2:34][N+:35]([CH2:36][CH2:37][CH2:38][CH3:39])([CH2:40][CH2:41][CH2:42][CH3:43])[CH2:44][CH2:45][CH2:46][CH3:47].[F-:30].[O:48]1[CH2:49][CH2:50][CH2:51][CH2:52]1>>[OH:6][CH2:7][c:8]1[c:9](-[c:14]2[cH:15][cH:16][c:17]3[n:18]([cH:19]2)[cH:20][c:21](-[c:23]2[cH:24][o:25][cH:26][cH:27]2)[n:22]3)[cH:10][cH:11][cH:12][cH:13]1. Starting materials: CC(C)(C)[Si](C)(C)OCc1ccccc1-c1ccc2nc(-c3ccoc3)cn2c1, CCCC[N+](CCCC)(CCCC)CCCC, [F-], C1CCOC1. Starting materials: COc1cc2ccccc2cc1C(=O)O, Cc1noc(C(N)Cc2ccc(-c3ccc(F)c(Cl)c3)cc2)n1. Product: COc1cc2ccccc2cc1C(=O)NC(Cc1ccc(-c2ccc(F)c(Cl)c2)cc1)c1nc(C)no1. RXN SMILES: [CH3:1][O:2][c:3]1[c:4]([C:13](=[O:14])[OH:15])[cH:5][c:6]2[cH:7][cH:8][cH:9][cH:10][c:11]2[cH:12]1.[Cl:16][c:17]1[cH:18][c:19](-[c:24]2[cH:25][cH:26][c:27]([CH2:30][CH:31]([c:32]3[n:33][c:34]([CH3:37])[n:35][o:36]3)[NH2:38])[cH:28][cH:29]2)[cH:20][cH:21][c:22]1[F:23]>>[CH3:1][O:2][c:3]1[c:4]([C:13](=[O:15])[NH:38][CH:31]([CH2:30][c:27]2[cH:26][cH:25][c:24](-[c:19]3[cH:18][c:17]([Cl:16])[c:22]([F:23])[cH:21][cH:20]3)[cH:29][cH:28]2)[c:32]2[n:33][c:34]([CH3:37])[n:35][o:36]2)[cH:5][c:6]2[cH:7][cH:8][cH:9][cH:10][c:11]2[cH:12]1.